From a dataset of the Open Reaction Database (ORD), a public repository of structured organic reaction records. describe an organic reaction: reactants, conditions, products, and yield The reactants are C(C)(=O)OC=1C=C2C=C(C(NC2=CC1OC(C)=O)=O)C(=O)O (6,7-diacetoxy-1,2-dihydro-2-oxoquinoline-3-carboxylic acid), S(=O)(Cl)Cl (thionyl chloride). The reagents and catalysts are CN(C=O)C (dimethylformamide). The solvent is C1=CC=CC=C1 (benzene). Product: C(C)(=O)OC=1C=C2C=C(C(NC2=CC1OC(C)=O)=O)C(=O)Cl (6,7-diacetoxy-1,2-dihydro-2-oxoquinoline-3-carbonyl chloride). RXN SMILES: [C:1]([O:4][C:5]1[CH:6]=[C:7]2[C:12](=[CH:13][C:14]=1[O:15][C:16](=[O:18])[CH3:17])[NH:11][C:10](=[O:19])[C:9]([C:20]([OH:22])=O)=[CH:8]2)(=[O:3])[CH3:2].S(Cl)([Cl:25])=O>CN(C)C=O.C1C=CC=CC=1>[C:1]([O:4][C:5]1[CH:6]=[C:7]2[C:12](=[CH:13][C:14]=1[O:15][C:16](=[O:18])[CH3:17])[NH:11][C:10](=[O:19])[C:9]([C:20]([Cl:25])=[O:22])=[CH:8]2)(=[O:3])[CH3:2]. Procedure: A mixture of 6,7-diacetoxy-1,2-dihydro-2-oxoquinoline-3-carboxylic acid (100 mg), thionyl chloride (70 μL), and dimethylformamide (one drop) was heated under reflux for 4.5 hours in 50 mL of benzene, and the solvent was distilled off. Benzene (30 mL) was added to the residue and the benzene was distilled off again, followed by vacuum drying, to yield 6,7-diacetoxy-1,2-dihydro-2-oxoquinoline-3-carbonyl chloride. The reactants are CNCCO (2-(Methylamino)ethanol), BrC=1C(=C2C(=NC1)N(C=C2)COCC[Si](C)(C)C)Cl (5-bromo-4-chloro-1-{[2-(trimethylsilyl)ethoxy]methyl}-1H-pyrrolo[2,3-b]pyridine), 2008/150914. Reaction conditions: temperature 145 celsius. Yields the product BrC=1C(=C2C(=NC1)N(C=C2)COCC[Si](C)(C)C)N(CCO)C (2-[(5-Bromo-1-{[2-(trimethylsilyl)ethoxy]methyl}-1H-pyrrolo[2,3-b]pyridin-4-yl)(methyl)amino]ethanol). RXN SMILES: [CH3:1][NH:2][CH2:3][CH2:4][OH:5].[Br:6][C:7]1[C:8](Cl)=[C:9]2[CH:15]=[CH:14][N:13]([CH2:16][O:17][CH2:18][CH2:19][Si:20]([CH3:23])([CH3:22])[CH3:21])[C:10]2=[N:11][CH:12]=1>>[Br:6][C:7]1[C:8]([N:2]([CH3:1])[CH2:3][CH2:4][OH:5])=[C:9]2[CH:15]=[CH:14][N:13]([CH2:16][O:17][CH2:18][CH2:19][Si:20]([CH3:23])([CH3:22])[CH3:21])[C:10]2=[N:11][CH:12]=1. Procedure: 2-(Methylamino)ethanol (1.5 ml) was added to 5-bromo-4-chloro-1-{[2-(trimethylsilyl)ethoxy]methyl}-1H-pyrrolo[2,3-b]pyridine obtained by the method described in WO 2008/150914 (700 mg), and the mixture was heated under reflux at 145° C. for 18 hours. The reaction solution was cooled to room temperature and then concentrated under reduced pressure. The resulting residue was purified by silica gel column chromatography (developed with ethyl acetate-hexane) to give the title compound (472 mg). Reactants: C1(=CC=CC=C1)C(N1N=NN=C1C1=CC(=CC=C1C1=CC=C(C=C1)C)F)(C1=CC=CC=C1)C1=CC=CC=C1 (N-Triphenylmethyl-5-(4-fluoro-4'-methyl-biphen-2-yl)tetrazole), BrN1C(CCC1=O)=O (N-bromosuccinimide), crude product, CC(C)(C#N)N=NC(C)(C)C#N (AIBN). Solvent: C(Cl)(Cl)(Cl)Cl (CCl4). Reaction conditions: time 3 hour. Product: C1(=CC=CC=C1)C(N1N=NN=C1C1=CC(=CC=C1C1=CC=C(C=C1)CBr)F)(C1=CC=CC=C1)C1=CC=CC=C1 (N-Triphenylmethyl-5-(4-fluoro-4'-bromomethyl-biphen-2-yl)tetrazole). As a reaction SMILES: [C:1]1([C:7]([C:33]2[CH:38]=[CH:37][CH:36]=[CH:35][CH:34]=2)([C:27]2[CH:32]=[CH:31][CH:30]=[CH:29][CH:28]=2)[N:8]2[C:12]([C:13]3[C:18]([C:19]4[CH:24]=[CH:23][C:22]([CH3:25])=[CH:21][CH:20]=4)=[CH:17][CH:16]=[C:15]([F:26])[CH:14]=3)=[N:11][N:10]=[N:9]2)[CH:6]=[CH:5][CH:4]=[CH:3][CH:2]=1.[Br:39]N1C(=O)CCC1=O.CC(N=NC(C#N)(C)C)(C#N)C>C(Cl)(Cl)(Cl)Cl>[C:33]1([C:7]([C:1]2[CH:6]=[CH:5][CH:4]=[CH:3][CH:2]=2)([C:27]2[CH:28]=[CH:29][CH:30]=[CH:31][CH:32]=2)[N:8]2[C:12]([C:13]3[C:18]([C:19]4[CH:24]=[CH:23][C:22]([CH2:25][Br:39])=[CH:21][CH:20]=4)=[CH:17][CH:16]=[C:15]([F:26])[CH:14]=3)=[N:11][N:10]=[N:9]2)[CH:38]=[CH:37][CH:36]=[CH:35][CH:34]=1. Reported procedure: To a solution of N-Triphenylmethyl-5-(4-fluoro-4'-methyl-biphen-2-yl)tetrazole (454.4 mg; 0.9161 mmol) in dry CCl4 (8 mL) was added N-bromosuccinimide (179.2 mg; 1.1 eq) and a catalytic amount of AIBN. The reaction was heated to reflux (105°-115°) under N2. After 3 hrs. the reaction was cooled and filtered through a cotton plugged pipet to remove the succinimide formed. The solvent was removed and replaced by EtOAc/Et2O. The reaction was washed with 1N NaOH and brine. The organic solution was dr...